From a dataset of the Open Reaction Database (ORD), a public repository of structured organic reaction records. describe an organic reaction: reactants, conditions, products, and yield Starting materials: N[C@H](C)C(=O)N (D-Ala-NH2), CN1CCOCC1 (NMM), Cl (HCl), N1([C@H](C(=O)O)CCC1)C(=O)OCC1=CC=CC=C1 (Cbz-Pro-OH), ClC(=O)OCC(C)C (iso-Butyl chloroformate), CN1CCOCC1 (NMM). Run in O (water), CC(C)O (2-propanol). Reaction conditions: temperature -10 celsius, time 30 minute. The product is N1([C@H](C(=O)N[C@H](C)C(=O)N)CCC1)C(=O)OCC1=CC=CC=C1 (Cbz-Pro-D-Ala-NH2). Isolated yield 63.4%. RXN SMILES: [N:1]1([C:9]([O:11][CH2:12][C:13]2[CH:18]=[CH:17][CH:16]=[CH:15][CH:14]=2)=[O:10])[CH2:8][CH2:7][CH2:6][C@H:2]1[C:3]([OH:5])=O.CN1CCOCC1.ClC(OCC(C)C)=O.Cl.[NH2:35][C@@H:36]([C:38]([NH2:40])=[O:39])[CH3:37]>CC(O)C.O>[N:1]1([C:9]([O:11][CH2:12][C:13]2[CH:18]=[CH:17][CH:16]=[CH:15][CH:14]=2)=[O:10])[CH2:8][CH2:7][CH2:6][C@H:2]1[C:3]([NH:35][C@@H:36]([C:38]([NH2:40])=[O:39])[CH3:37])=[O:5]. Procedure details: A solution of Cbz-Pro-OH (10.1 gm) in 2-propanol (IPA, 100 mL) was cooled to -5° C., and NMM (4.4 mL) was added with additional cooling to -10° C. iso-Butyl chloroformate (5.2 mL) was added dropwise while maintaining the temperature at -10° to -15° C. After the addition was complete, a solution of HCl.D-Ala-NH2 (5.0 gm) and NMM (4.4 mL) in water (50 mL) was added and the mixture was stirred at -10° C. for another 30 minutes. The cooling bath was then removed and the solution stirred another thre...